This data is from the Open Reaction Database (ORD), a public repository of structured organic reaction records. The task is: describe an organic reaction: reactants, conditions, products, and yield The reactants are COC(C(NC(C1=C(C=CC=C1)C(F)(F)F)=O)NC)=O (N-[2-methoxy(methyl)amino-2-oxoethyl]-2-(trifluoromethyl)benzamide), BrC1=NC=C(C=C1Cl)Cl (2-bromo-3,5-dichloropyridin), [Cl-].[NH4+] (ammonium chloride), O (water). The solvent is O1CCCC1 (tetrahydrofuran), O1CCCC1 (tetrahydrofuran), O1CCCC1 (tetrahydrofuran). Run at temperature -20 celsius. Product: ClC=1C(=NC=C(C1)Cl)C(CNC(C1=C(C=CC=C1)C(F)(F)F)=O)=O (N-[2-(3,5-dichloropyridin-2-yl)-2-oxoethyl]-2-(trifluoromethyl)benzamide). The yield is 23.1%. RXN SMILES: Br[C:2]1[C:7]([Cl:8])=[CH:6][C:5]([Cl:9])=[CH:4][N:3]=1.C[O:11][C:12](=O)[CH:13](NC)[NH:14][C:15](=[O:26])[C:16]1[CH:21]=[CH:20][CH:19]=[CH:18][C:17]=1[C:22]([F:25])([F:24])[F:23].[Cl-].[NH4+].O>O1CCCC1>[Cl:8][C:7]1[C:2]([C:12](=[O:11])[CH2:13][NH:14][C:15](=[O:26])[C:16]2[CH:21]=[CH:20][CH:19]=[CH:18][C:17]=2[C:22]([F:23])([F:25])[F:24])=[N:3][CH:4]=[C:5]([Cl:9])[CH:6]=1 |f:2.3|. Procedure: To 17.6 g of 2-bromo-3,5-dichloropyridin in 5 ml of tetrahydrofuran, 58.3 ml of a 1.3M tetrahydrofuran solution of isopropylmagnesium chloride-lithium chloride complex was added dropwise with stirring at −20° C., and after the addition, the mixture was stirred at the same temperature for 30 minutes. Then, to the reaction mixture, 10.0 g of N-[2-methoxy(methyl)amino-2-oxoethyl]-2-(trifluoromethyl)benzamide in 57.4 ml of tetrahydrofuran was added dropwise, and after the addition, the mixture was s... Reactants: C[Si](C)(C)CC(=O)[O-] (trimethylsilylacetate), Cl[Si]1(CCC1)Cl (1,1-dichlorosilacyclobutane). Reaction conditions: temperature 25 celsius, time 1 hour. Yields the product C(C)(=O)O[Si]1(CCC1)OC(C)=O (1,1-Diacetoxysilacyclobutane). Reaction SMILES: C[Si]([CH2:5][C:6]([O-:8])=[O:7])(C)C.Cl[Si:10]1(Cl)[CH2:13][CH2:12][CH2:11]1>>[C:6]([O:8][Si:10]1([O:8][C:6](=[O:7])[CH3:5])[CH2:13][CH2:12][CH2:11]1)(=[O:7])[CH3:5]. Procedure: To 30.0 g trimethylsilylacetate was added 16.0 g 1,1-dichlorosilacyclobutane. The reactants were stirred for one hour at 25° C. and fractional distillation performed on the reaction mixture. The title compound was isolated as a clear, colorless fluid. The yield was 14.6 g (81.4%). The structure of the product was confirmed by mass spectroscopy and nuclear magnetic resonance spectroscopy (NMR). Conditions: time 6 hour. RXN SMILES: [NH2:1][CH2:2][CH2:3][CH2:4][NH:5][CH2:6][C:7]1[CH:12]=[CH:11][CH:10]=[CH:9][CH:8]=1.[C:13]([O:17][C:18](ON=C(C1C=CC=CC=1)C#N)=[O:19])([CH3:16])([CH3:15])[CH3:14]>O1CCCC1>[C:13]([O:17][C:18]([NH:1][CH2:2][CH2:3][CH2:4][NH:5][CH2:6][C:7]1[CH:12]=[CH:11][CH:10]=[CH:9][CH:8]=1)=[O:19])([CH3:16])([CH3:15])[CH3:14]. Solvent: O1CCCC1 (tetrahydrofuran), O1CCCC1 (tetrahydrofuran). The product is C(C)(C)(C)OC(=O)NCCCNCC1=CC=CC=C1 (N-[N-(tert-Butyloxycarbonyl)-3-aminopropyl]benzylamine). Isolated yield 81.4%. Starting materials: C(C)(C)(C)OC(=O)ON=C(C#N)C1=CC=CC=C1 (2-[[(tert-butyoxycarbonyl)oxy]imino]-2-phenylacetonitrile), NCCCNCC1=CC=CC=C1 (N-(3-aminopropyl)benzylamine), C(C)(C)(C)OC(=O)ON=C(C#N)C1=CC=CC=C1 (BOC-ON). Reported procedure: A solution of N-(3-aminopropyl)benzylamine (38 g, 231.71 mmoles) in dry tetrahydrofuran (300 mL) was cooled to 5° C. in an ice-alcohol bath. To this cold stirred solution 2-[[(tert-butyoxycarbonyl)oxy]imino]-2-phenylacetonitrile (BOC-ON) (56.58 g, 230 mmoles) in dry tetrahydrofuran (300 mL) was added slowly during a 6 hour period. After the addition of BOC-ON, the reaction mixture was stirred at room temperature under argon for an additional 6 hours. The reaction mixture was evaporated to drynes... Product: ClC1=C(C=CC=C1)C1=C2C=CC(N(C2=CC(=C1)OC)C1=C(C=CC=C1Cl)Cl)=O (5-(2-Chlorophenyl)-1-(2,6-dichlorophenyl)-7-methoxy-2(1H)-quinolinone). Procedure details: 5-(2-Chlorophenyl)-1-(2,6-dichlorophenyl)-7-methoxy-2(1H)-quinolinone was prepared from 5-(2-chlorophenyl)-1-(2,6-dichlorophenyl)-3,4-dihydro-7-methoxy-2(1H)-quinolinone (INTERMEDIATE 6), N-bromosuccinimide, and 2,2′-azobis(2-methylpropionitrile) by a procedure analogous to that described in INTERMEDIATE 4. Mass spectrum (ESI) 430.0 (M+1). 1H NMR (500 MHz, CDCl3): δ 7.53-7.62 (m, 3H); 7.30-7.49 (m, 5H); 6.77 (d, J=2.0 Hz, 1H); 6.61 (d, J=9.5 Hz, 1H); 6.03 (d, J=2.5 Hz, 1H); 3.74 (s, 3H). Reactants: ClC1=C(C(=CC=C1)Cl)N1C(C=CC2=C(C=C(C=C12)OC)C1=C(C=C(C=C1)F)F)=O (1-(2,6-dichlorophenyl)-5-(2,4-difluorophenyl)-7-methoxy-2(1H)-quinolinone), ClC1=C(C=CC=C1)C1=C2CCC(N(C2=CC(=C1)OC)C1=C(C=CC=C1Cl)Cl)=O (5-(2-chlorophenyl)-1-(2,6-dichlorophenyl)-3,4-dihydro-7-methoxy-2(1H)-quinolinone), ClC1=C(C=CC=C1)C1=C2CCC(N(C2=CC(=C1)OC)C1=C(C=CC=C1Cl)Cl)=O (5-(2-chlorophenyl)-1-(2,6-dichlorophenyl)-3,4-dihydro-7-methoxy-2(1H)-quinolinone), BrN1C(CCC1=O)=O (N-bromosuccinimide), N(=NC(C#N)(C)C)C(C#N)(C)C (2,2′-azobis(2-methylpropionitrile)). RXN SMILES: [Cl:1][C:2]1[CH:7]=[CH:6][CH:5]=[CH:4][C:3]=1[C:8]1[CH:17]=[C:16]([O:18][CH3:19])[CH:15]=[C:14]2[C:9]=1[CH2:10][CH2:11][C:12](=[O:28])[N:13]2[C:20]1[C:25]([Cl:26])=[CH:24][CH:23]=[CH:22][C:21]=1[Cl:27].BrN1C(=O)CCC1=O.N(C(C)(C)C#N)=NC(C)(C)C#N.ClC1C=CC=C(Cl)C=1N1C2C(=C(C3C=CC(F)=CC=3F)C=C(OC)C=2)C=CC1=O>>[Cl:1][C:2]1[CH:7]=[CH:6][CH:5]=[CH:4][C:3]=1[C:8]1[CH:17]=[C:16]([O:18][CH3:19])[CH:15]=[C:14]2[C:9]=1[CH:10]=[CH:11][C:12](=[O:28])[N:13]2[C:20]1[C:21]([Cl:27])=[CH:22][CH:23]=[CH:24][C:25]=1[Cl:26]. The reactants are Br/C=C/c1ccc(OC)cc1, Cl[C@H](C)c1ccc(Cl)cc1. The reagents and catalysts are [Na+].[I-], Cl[Ni]Cl.COCCOC, C1(C2(C3=N[C@H](c4ccccc4C5)[C@H]5O3)CC2)=N[C@H]6[C@H](Cc7ccccc76)O1. Run in CC(N(C)C)=O. Conditions: temperature 0 celsius, time 3.25 hour. The product is COc1ccc(/C=C/[C@H](C)c2ccc(Cl)cc2)cc1. The yield is 74.0%. Starting materials: [Na] (sodium), C(CC(=O)OC)(=O)OC (dimethyl malonate), C(=O)(OC(C)(C)C)N1CCC2=CC(=CC=C12)C=CC(=O)OC (methyl 3-(1-boc-2,3-dihydro-1H-indol-5-yl)acrylate), O (water). The solvent is CO (methanol), O1CCCC1 (tetrahydrofuran). Reaction conditions: time 15 minute. The product is C(=O)(OC(C)(C)C)N1CCC2=CC(=CC=C12)C(C(C(=O)OC)C(=O)OC)CC(=O)OC (Dimethyl 3-(1-boc-2,3-Dihydro-1H-indol-5-yl)-2-methoxycarbonyl-pentanedioate). Reaction SMILES: [Na].[C:2]([O:9][CH3:10])(=[O:8])[CH2:3][C:4]([O:6][CH3:7])=[O:5].[C:11]([N:18]1[C:26]2[C:21](=[CH:22][C:23]([CH:27]=[CH:28][C:29]([O:31][CH3:32])=[O:30])=[CH:24][CH:25]=2)[CH2:20][CH2:19]1)([O:13][C:14]([CH3:17])([CH3:16])[CH3:15])=[O:12].O>CO.O1CCCC1>[C:11]([N:18]1[C:26]2[C:21](=[CH:22][C:23]([CH:27]([CH2:28][C:29]([O:31][CH3:32])=[O:30])[CH:3]([C:2]([O:9][CH3:10])=[O:8])[C:4]([O:6][CH3:7])=[O:5])=[CH:24][CH:25]=2)[CH2:20][CH2:19]1)([O:13][C:14]([CH3:17])([CH3:16])[CH3:15])=[O:12] |^1:0|. Procedure: A stirred solution of sodium (156 mg) in methanol (15 ml) was treated with dimethyl malonate (0.8 ml) and after stirring for 15 minutes the mixture was then treated with a solution of methyl 3-(1-boc-2,3-dihydro-1H-indol-5-yl)acrylate [1.0 g, reference Example 7(b)] in tetrahydrofuran (15 ml). The mixture was stirred at reflux for 3 hours, then cooled to room temperature, then treated with water (2 ml) and then evaporated. The residue was partitioned between ethyl acetate and water. The layers w... Reactants: ClC=1C(=CC(=C(C(=O)OC(C)(C)C)C1)F)OCC1(CCCCC1)C(F)(F)F (tert-butyl 5-chloro-2-fluoro-4-((1-(trifluoromethyl)-cyclohexyl)methoxy)benzoate), C12C(C3CC(CC(C1)C3)C2)COC2=CC(=C(C(=O)OC(C)(C)C)C=C2Cl)F (tert-butyl 4-(adamantan-2-ylmethoxy)-5-chloro-2-fluorobenzoate). The product is C12C(C3CC(CC(C1)C3)C2)COC2=CC(=C(C(=O)OC(C)(C)C)C=C2C2CC2)F (tert-butyl 4-(adamantan-2-ylmethoxy)-5-cyclopropyl-2-fluorobenzoate), oil. Yield: 92.0%. As a reaction SMILES: ClC1C(OCC2(C(F)(F)F)CCCCC2)=C[C:5](F)=[C:6]([CH:14]=1)C(OC(C)(C)C)=O.[CH:28]12[CH2:37][CH:32]3[CH2:33][CH:34]([CH2:36][CH:30]([CH2:31]3)[CH:29]1[CH2:38][O:39][C:40]1[C:52](Cl)=[CH:51][C:43]([C:44]([O:46][C:47]([CH3:50])([CH3:49])[CH3:48])=[O:45])=[C:42]([F:54])[CH:41]=1)[CH2:35]2>>[CH:28]12[CH2:37][CH:32]3[CH2:33][CH:34]([CH2:36][CH:30]([CH2:31]3)[CH:29]1[CH2:38][O:39][C:40]1[C:52]([CH:14]3[CH2:6][CH2:5]3)=[CH:51][C:43]([C:44]([O:46][C:47]([CH3:50])([CH3:49])[CH3:48])=[O:45])=[C:42]([F:54])[CH:41]=1)[CH2:35]2. Procedure details: Following the procedure as described in Example 158 step 3, and making variations as required to replace tert-butyl 5-chloro-2-fluoro-4-((1-(trifluoromethyl)-cyclohexyl)methoxy)benzoate with tert-butyl 4-(adamantan-2-ylmethoxy)-5-chloro-2-fluorobenzoate, the title compound was obtained as colorless oil (1.99 g, 92%): MS (E+) m/z 401.3 (M+1). Starting materials: C1CCOC1, CSc1cc(Oc2ccc(N)cc2)ncn1, O=C=Nc1cccc(C(F)(F)F)c1. Product: CSc1cc(Oc2ccc(NC(=O)Nc3cccc(C(F)(F)F)c3)cc2)ncn1. As a reaction SMILES: [CH2:30]1[O:31][CH2:32][CH2:33][CH2:34]1.[CH3:1][S:2][c:3]1[cH:4][c:5]([O:9][c:10]2[cH:11][cH:12][c:13]([NH2:16])[cH:14][cH:15]2)[n:6][cH:7][n:8]1.[F:17][C:18]([c:19]1[cH:20][c:21]([N:25]=[C:26]=[O:27])[cH:22][cH:23][cH:24]1)([F:28])[F:29]>>[CH3:1][S:2][c:3]1[cH:4][c:5]([O:9][c:10]2[cH:11][cH:12][c:13]([NH:16][C:26]([NH:25][c:21]3[cH:20][c:19]([C:18]([F:17])([F:28])[F:29])[cH:24][cH:23][cH:22]3)=[O:27])[cH:14][cH:15]2)[n:6][cH:7][n:8]1.